This data is from the Open Reaction Database (ORD), a public repository of structured organic reaction records. The task is: describe an organic reaction: reactants, conditions, products, and yield Reactants: CCl, CC(C)=O, CC(C)N(C)CC(O)COc1ccccc1-c1ccccc1. Product: CC(C)[N+](C)(C)CC(O)COc1ccccc1-c1ccccc1, [Cl-]. Reaction SMILES: [CH3:23][Cl:24].[CH3:25][C:26](=[O:27])[CH3:28].[CH:1]([CH3:2])([CH3:3])[N:4]([CH3:5])[CH2:6][CH:7]([CH2:8][O:9][c:10]1[c:11](-[c:16]2[cH:17][cH:18][cH:19][cH:20][cH:21]2)[cH:12][cH:13][cH:14][cH:15]1)[OH:22]>>[CH:1]([CH3:2])([CH3:3])[N+:4]([CH3:5])([CH2:6][CH:7]([CH2:8][O:9][c:10]1[c:11](-[c:16]2[cH:17][cH:18][cH:19][cH:20][cH:21]2)[cH:12][cH:13][cH:14][cH:15]1)[OH:22])[CH3:23].[Cl-:24]. The solvent is O (water). Reaction SMILES: [CH:1](=[O:5])[CH2:2][CH2:3][CH3:4].[CH:6](=O)[CH:7]([CH3:9])[CH3:8]>O>[CH2:3]([C:2](=[CH:6][CH:7]([CH3:9])[CH3:8])[CH:1]=[O:5])[CH3:4]. The product is C(C)C(C=O)=CC(C)C (2-ethyl-4-methyl-pentenal). Starting materials: C(CCC)=O (n-butyraldehyde), C(C(C)C)=O (isobutyraldehyde). Procedure details: Accordingly, it has been discovered that if water is added to the n-butyraldehyde feed to the distillation column in an amount effective to hydrolyze the isobutyraldehyde oligomers to the monomeric form during distillation, they can be stripped from the n-butyraldehyde, thereby reducing the amount of isobutyraldehyde which reacts to form 2-ethyl-4-methyl-pentenal during aldol condensation and subsequent hydrogenation of the 2-ethyl-4-methyl-pentenal to 2-ethyl-4-methyl pentanol during the hydrog... Starting materials: ClC1=CC=C(C=C1)C1=NC=2N(C(=C1)C(F)(F)F)N=CC2C#C (5-(4-chloro-phenyl)-3-ethynyl-7-trifluoromethyl-pyrazolo[1,5-a]pyrimidine), NC1=NC=C(C=C1)Br (2-amino-5-bromopyridine). Yields the product ClC1=CC=C(C=C1)C1=NC=2N(C(=C1)C(F)(F)F)N=CC2C#CC=2C=CC(=NC2)N (5-[5-(4-Chloro-phenyl)-7-trifluoromethyl-pyrazolo[1,5-a]pyrimidin-3-ylethynyl]-pyridin-2-ylamine), solid. Isolated yield 17.0%. As a reaction SMILES: [Cl:1][C:2]1[CH:7]=[CH:6][C:5]([C:8]2[CH:13]=[C:12]([C:14]([F:17])([F:16])[F:15])[N:11]3[N:18]=[CH:19][C:20]([C:21]#[CH:22])=[C:10]3[N:9]=2)=[CH:4][CH:3]=1.[NH2:23][C:24]1[CH:29]=[CH:28][C:27](Br)=[CH:26][N:25]=1>>[Cl:1][C:2]1[CH:7]=[CH:6][C:5]([C:8]2[CH:13]=[C:12]([C:14]([F:15])([F:17])[F:16])[N:11]3[N:18]=[CH:19][C:20]([C:21]#[C:22][C:27]4[CH:28]=[CH:29][C:24]([NH2:23])=[N:25][CH:26]=4)=[C:10]3[N:9]=2)=[CH:4][CH:3]=1. Procedure details: The title compound was prepared from 5-(4-chloro-phenyl)-3-ethynyl-7-trifluoromethyl-pyrazolo[1,5-a]pyrimidine (example C.4) (322 mg, 1.0 mmol) and 2-amino-5-bromopyridine (173 mg, 1.0 mmol) according to general procedure II. Obtained as an orange solid (71 mg, 17%). MS (ISP) 414.3 [(M+H)+]. Reaction SMILES: [C-]#N.[K+].C[N:5](C)C=O.[CH3:9][N:10]1[C:15]2[CH:16]=[CH:17][CH:18]=[CH:19][C:14]=2[C:13](=O)[O:12][C:11]1=O>O>[NH:5]=[C:9]1[C:13](=[O:12])[C:14]2[C:15](=[CH:16][CH:17]=[CH:18][CH:19]=2)[N:10]1[CH3:11] |f:0.1|. Starting materials: [C-]#N.[K+] (potassium cyanide), CN(C=O)C (dimethylformamide), resultant mixture, CN(C=O)C (dimethylformamide), CN1C(OC(C2=C1C=CC=C2)=O)=O (1-methyl-2H-3,1-benzoxazine-2,4(1H)-dione). Procedure: To a suspension of 1.3 g. (0.021 moles) of pulverized potassium cyanide in 75 ml. of dimethylformamide (distilled over calcium hydride) at 100° C. is added dropwise, over a period of 15 minutes, a solution containing 3.6 g (0.02 moles) of 1-methyl-2H-3,1-benzoxazine-2,4(1H)-dione in 35 ml. of dimethylformamide (distilled over calcium hydride), after which time the reaction mixture is stirred at 100° C. for an additional 5 minutes. The resultant mixture is then poured into cold water and extracte... Run in O (water). Product: N=C1N(C2=CC=CC=C2C1=O)C (2-imino-1-methyl-3-indolinone). The yield is 49.0%. The reactants are NC=1C=C2C(C(N(C2=CC1[N+](=O)[O-])CCCCC)=O)(C)C (5-Amino-3,3-dimethyl-6-nitro-1-pentyl-1,3-dihydro-indol-2-one), [N+](=O)([O-])C1=C(C=CC=C1)/C=C/C(=O)Cl ((E)-3-(2-nitro-phenyl)-acryloyl chloride). Solvent: C(Cl)Cl (CH2Cl2). Product: CC1(C(N(C2=CC(=C(C=C12)NC(\C=C\C1=C(C=CC=C1)[N+](=O)[O-])=O)[N+](=O)[O-])CCCCC)=O)C ((E)-N-(3,3-Dimethyl-6-nitro-2-oxo-1-pentyl-2,3-dihydro-1H-indol-5-yl)-3-(2-nitro-phenyl)-acrylamide). RXN SMILES: [NH2:1][C:2]1[CH:3]=[C:4]2[C:8](=[CH:9][C:10]=1[N+:11]([O-:13])=[O:12])[N:7]([CH2:14][CH2:15][CH2:16][CH2:17][CH3:18])[C:6](=[O:19])[C:5]2([CH3:21])[CH3:20].[N+:22]([C:25]1[CH:30]=[CH:29][CH:28]=[CH:27][C:26]=1/[CH:31]=[CH:32]/[C:33](Cl)=[O:34])([O-:24])=[O:23]>C(Cl)Cl>[CH3:21][C:5]1([CH3:20])[C:4]2[C:8](=[CH:9][C:10]([N+:11]([O-:13])=[O:12])=[C:2]([NH:1][C:33](=[O:34])/[CH:32]=[CH:31]/[C:26]3[CH:27]=[CH:28][CH:29]=[CH:30][C:25]=3[N+:22]([O-:24])=[O:23])[CH:3]=2)[N:7]([CH2:14][CH2:15][CH2:16][CH2:17][CH3:18])[C:6]1=[O:19]. Procedure: To a solution of A8 (0.6 g) is added freshly prepared (E)-3-(2-nitro-phenyl)-acryloyl chloride (0.7 g; 3,31 mmol). The mixture is stirred for 2 h at RT in dry CH2Cl2 (15 ml). After an aqueous work-up the compound is obtained as a yellow solid. The reactants are NC=1C=CC(=NC1)OCCO[Si](C1=CC=CC=C1)(C1=CC=CC=C1)C(C)(C)C (5-amino-2-[2-(t-butyldiphenylsilyl)oxyethoxy]pyridine), C(CC)(=O)CC(=O)OC (methyl propionylacetate), O (water). The reagents and catalysts are C1(=CC=C(C=C1)S(=O)(=O)O)C (p-toluenesulphonic acid). The solvent is C1CCCCC1 (cyclohexane). Conditions: temperature 260 celsius. The product is [Si](C1=CC=CC=C1)(C1=CC=CC=C1)(C(C)(C)C)OCCOC=1N=C2C(C=C(NC2=CC1)CC)=O (6-[2-(t-butyldiphenylsilyl)oxyethoxy]-2-ethyl-1,5-naphthyridin-4(1H)-one). Yield: 51.4%. As a reaction SMILES: [NH2:1][C:2]1[CH:3]=[CH:4][C:5]([O:8][CH2:9][CH2:10][O:11][Si:12]([C:25]([CH3:28])([CH3:27])[CH3:26])([C:19]2[CH:24]=[CH:23][CH:22]=[CH:21][CH:20]=2)[C:13]2[CH:18]=[CH:17][CH:16]=[CH:15][CH:14]=2)=[N:6][CH:7]=1.[C:29]([CH2:33][C:34](OC)=[O:35])(=O)[CH2:30][CH3:31].O>C1CCCCC1.C1(C)C=CC(S(O)(=O)=O)=CC=1>[Si:12]([O:11][CH2:10][CH2:9][O:8][C:5]1[N:6]=[C:7]2[C:2](=[CH:3][CH:4]=1)[NH:1][C:29]([CH2:30][CH3:31])=[CH:33][C:34]2=[O:35])([C:25]([CH3:28])([CH3:27])[CH3:26])([C:13]1[CH:18]=[CH:17][CH:16]=[CH:15][CH:14]=1)[C:19]1[CH:24]=[CH:23][CH:22]=[CH:21][CH:20]=1. Procedure: A solution of compound C (89.5 g), methyl propionylacetate (32.8 g) and p-toluenesulphonic acid (1.0 g) in cyclohexane (900 ml) was heated under reflux with azeotropic removal of water for 20 hours. Volatile material was then removed from the reaction mixture by evaporation and the residue was dissolved in ethyl acetate (1 l). The solution was washed with saturated sodium hydrogen carbonate solution (500 ml), water (500 ml), saturated sodium chloride solution (500 ml), and then dried (MgSO4). Th... The reactants are BrCCCCC#N (5-bromovaleronitrile), CC1=C(NC2=CC=CC=C12)C=1C=NC=CC1 (3-methyl-2-(3-pyridyl)indole), [H-].[Na+] (sodium hydride), O (water). Solvent: CN(C)C=O (DMF), CN(C)C=O (DMF), CN(C)C=O (DMF). Reaction conditions: time 0.5 hour. Product: C(#N)CCCCN1C(=C(C2=CC=CC=C12)C)C=1C=NC=CC1 (1-(4-cyanobutyl)-3-methyl-2-(3-pyridyl)-indole). Reaction SMILES: [CH3:1][C:2]1[C:10]2[C:5](=[CH:6][CH:7]=[CH:8][CH:9]=2)[NH:4][C:3]=1[C:11]1[CH:12]=[N:13][CH:14]=[CH:15][CH:16]=1.[H-].[Na+].Br[CH2:20][CH2:21][CH2:22][CH2:23][C:24]#[N:25].O>CN(C=O)C>[C:24]([CH2:23][CH2:22][CH2:21][CH2:20][N:4]1[C:5]2[C:10](=[CH:9][CH:8]=[CH:7][CH:6]=2)[C:2]([CH3:1])=[C:3]1[C:11]1[CH:12]=[N:13][CH:14]=[CH:15][CH:16]=1)#[N:25] |f:1.2|. Reported procedure: A solution of 3-methyl-2-(3-pyridyl)indole (2.09 g) in 12 ml of DMF is added to a suspension of 0.528 g of 50% sodium hydride (dispersion in mineral oil) in 6 ml of DMF at 0°. The mixture is stirred at 0° for 0.5 hour and is treated with a solution of 1.78 g of 5-bromovaleronitrile in 4 ml of DMF. This mixture is stirred at room temperature overnight and is poured into 125 ml of water. This is extracted with 2×50 ml of ether, the extract is washed with 3×20 ml of water and dried over MgSO4 to gi...